This data is from the Open Reaction Database (ORD), a public repository of structured organic reaction records. The task is: describe an organic reaction: reactants, conditions, products, and yield The reactants are C(C1=CC=CC=C1)OC([C@@H](NC(=O)OC(C)(C)C)CC1=CNC2=CC=CC=C12)=O (N-Boc-L-tryptophan benzyl ester), C(=O)(C(F)(F)F)O (TFA), CCOCC (Et2O). Solvent: C(Cl)Cl (CH2Cl2). Reaction conditions: time 30 minute. The product is N[C@@H](CC1=CNC2=CC=CC=C12)C(=O)OCC1=CC=CC=C1.FC(F)(F)C(=O)O (Trp-OBn.TFA). Procedure details: N-Boc-L-tryptophan benzyl ester (0.5 g, 1.27 mmol) was dissolved in a solution of 20% TFA in CH2Cl2. The reaction mixture was stirred under nitrogen at room temperature for 30 min and evaporated to dryness. Trituration of the resulting oil with Et2O provided 7 as a white solid (quantitative yield). mp=143-145° C.; 1H NMR (CD3CN) 9.42 (br s, 1H), 7.51 (d, J=8.0 Hz, 1H), 7.43 (d, J=8.2 Hz, 1H), 7.35 (m, 3H), 7.26 (m, 2H), 7.16 (m, 2H), 7.04 (t, J=7.9 Hz, 1H), 5.15 (d, J=12.3 Hz, 1H), 5.09 (d, J=12... As a reaction SMILES: [CH2:1]([O:8][C:9](=[O:29])[C@H:10]([CH2:19][C:20]1[C:28]2[C:23](=[CH:24][CH:25]=[CH:26][CH:27]=2)[NH:22][CH:21]=1)[NH:11]C(OC(C)(C)C)=O)[C:2]1[CH:7]=[CH:6][CH:5]=[CH:4][CH:3]=1.CCOCC.[C:35]([OH:41])([C:37]([F:40])([F:39])[F:38])=[O:36]>C(Cl)Cl>[NH2:11][C@H:10]([C:9]([O:8][CH2:1][C:2]1[CH:7]=[CH:6][CH:5]=[CH:4][CH:3]=1)=[O:29])[CH2:19][C:20]1[C:28]2[C:23](=[CH:24][CH:25]=[CH:26][CH:27]=2)[NH:22][CH:21]=1.[F:38][C:37]([C:35]([OH:41])=[O:36])([F:40])[F:39] |f:4.5|. The reactants are C(C1=CC=CC=C1)(C1=CC=CC=C1)(C1=CC=CC=C1)NC1=C(C=NN1)C#N (5-(tritylamino)-1H-pyrazole-4-carbonitrile), BrC1=C(C=O)C(=CC=C1)N1C(C2=CC=C(C=C2C=N1)C(C)(C)C)=O (2-bromo-6-(6-tert-butyl-1-oxophthalazin-2(1H)-yl)benzaldehyde), C([O-])([O-])=O.[K+].[K+] (potassium carbonate). The reagents and catalysts are [Cu]I (copper (I) iodide). Conditions: temperature 100 celsius, time 8 hour. Product: C(C)(C)(C)C=1C=C2C=NN(C(C2=CC1)=O)C=1C(=C(C=CC1)N1N=C(C(=C1)C#N)NC(C1=CC=CC=C1)(C1=CC=CC=C1)C1=CC=CC=C1)C=O (1-[3-(6-tert-Butyl-1-oxo-1H-phthalazin-2-yl)-2-formyl-phenyl]-3-(trityl-amino)-1H-pyrazole-4-carbonitril). Yield: 37.1%. As a reaction SMILES: [C:1]([NH:20][C:21]1[NH:25][N:24]=[CH:23][C:22]=1[C:26]#[N:27])([C:14]1[CH:19]=[CH:18][CH:17]=[CH:16][CH:15]=1)([C:8]1[CH:13]=[CH:12][CH:11]=[CH:10][CH:9]=1)[C:2]1[CH:7]=[CH:6][CH:5]=[CH:4][CH:3]=1.Br[C:29]1[CH:36]=[CH:35][CH:34]=[C:33]([N:37]2[N:46]=[CH:45][C:44]3[C:39](=[CH:40][CH:41]=[C:42]([C:47]([CH3:50])([CH3:49])[CH3:48])[CH:43]=3)[C:38]2=[O:51])[C:30]=1[CH:31]=[O:32].C(=O)([O-])[O-].[K+].[K+]>[Cu]I>[C:47]([C:42]1[CH:43]=[C:44]2[C:39](=[CH:40][CH:41]=1)[C:38](=[O:51])[N:37]([C:33]1[C:30]([CH:31]=[O:32])=[C:29]([N:24]3[CH:23]=[C:22]([C:26]#[N:27])[C:21]([NH:20][C:1]([C:2]4[CH:3]=[CH:4][CH:5]=[CH:6][CH:7]=4)([C:14]4[CH:19]=[CH:18][CH:17]=[CH:16][CH:15]=4)[C:8]4[CH:9]=[CH:10][CH:11]=[CH:12][CH:13]=4)=[N:25]3)[CH:36]=[CH:35][CH:34]=1)[N:46]=[CH:45]2)([CH3:50])([CH3:48])[CH3:49] |f:2.3.4|. Procedure: To degassed DMF (1.5 mL) were added 5-(tritylamino)-1H-pyrazole-4-carbonitrile (1.36 g, 3.89 mmol), 2-bromo-6-(6-tert-butyl-1-oxophthalazin-2(1H)-yl)benzaldehyde (1.0 g, 2.6 mmol), copper (I) iodide (494 mg, 2.6 mmol) and potassium carbonate (717 mg, 5.19 mmol). The reaction was inerted five times by alternating vacuum and a nitrogen purge and then heat to 100° C. (external); for 8 hr. TLC the following morning showed trace amounts of starting materials. The reaction was diluted with EtOAc (50 m... Starting materials: ClC=1C(=CC2=C(SC(=C2)CC)C1Cl)O (6,7-dichloro-2-ethyl-5-hydroxybenzo[b]thiophene), BrCC(=O)OCC (ethyl bromoacetate), C([O-])([O-])=O.[K+].[K+] (potassium carbonate). Solvent: ice water, CN(C=O)C (dimethylformamide). Reaction conditions: time 20 minute. The product is C(C)OC(COC1=CC2=C(SC(=C2)CC)C(=C1Cl)Cl)=O (ethyl[(6,7-dichloro-2-ethylbenzo[b]thien-5-yl)oxy]acetate). Isolated yield 83.8%. As a reaction SMILES: [Cl:1][C:2]1[C:3]([OH:14])=[CH:4][C:5]2[CH:9]=[C:8]([CH2:10][CH3:11])[S:7][C:6]=2[C:12]=1[Cl:13].Br[CH2:16][C:17]([O:19][CH2:20][CH3:21])=[O:18].C(=O)([O-])[O-].[K+].[K+]>CN(C)C=O>[CH2:20]([O:19][C:17](=[O:18])[CH2:16][O:14][C:3]1[C:2]([Cl:1])=[C:12]([Cl:13])[C:6]2[S:7][C:8]([CH2:10][CH3:11])=[CH:9][C:5]=2[CH:4]=1)[CH3:21] |f:2.3.4|. Reported procedure: A mixture of 1.15 g of 6,7-dichloro-2-ethyl-5-hydroxybenzo[b]thiophene, 0.87 g of ethyl bromoacetate, 0.4 g of potassium carbonate and 12 ml of dimethylformamide is stirred at 90° for 20 min. The cooled mixture is diluted with 100 g of ice water and the solid collected by filtration. Recrystallization of the crude product from pentane gives 1.3 g of ethyl[(6,7-dichloro-2-ethylbenzo[b]thien-5-yl)oxy]acetate as colorless prisms, mp 67°-68°. The reactants are BrC1=CC(=C(C=C1C=O)OC)OC (6-Bromo-3,4-dimethoxybenzaldehyde), C(OC)([O-])[O-] (methyl ortho-formate), CO (methanol). The product is COC(C1=CC(=C(C=C1Br)OC)OC)OC (6-bromo-3,4-dimethoxybenzaldehyde dimethylacetal). Isolated yield 93.9%. RXN SMILES: [Br:1][C:2]1[C:7]([CH:8]=[O:9])=[CH:6][C:5]([O:10][CH3:11])=[C:4]([O:12][CH3:13])[CH:3]=1.[CH:14]([O-])([O-])[O:15]C.[CH3:19]O>>[CH3:19][O:9][CH:8]([O:15][CH3:14])[C:7]1[C:2]([Br:1])=[CH:3][C:4]([O:12][CH3:13])=[C:5]([O:10][CH3:11])[CH:6]=1. Reported procedure: 6-Bromo-3,4-dimethoxybenzaldehyde (470 g) is suspended in methanol (600 ml), and thereto are added methyl ortho-formate (1025 ml) and IRA-120 (H+-type) (10 g), and the mixture is refluxed for one hour. The mixture is cooled to room temperature, and the insoluble materials are removed by filtration. The filtrate is concentrated under reduced pressure, and the resulting residue is dissolved in diethyl ether. The mixture is washed, dried, and evaporated to remove the diethyl ether. The resulting re... Reaction SMILES: [CH3:7][C:8]1([CH3:18])[C:9](=[O:17])[NH:10][c:11]2[cH:12][cH:13][cH:14][cH:15][c:16]21.[Cl:19][Al:20]([Cl:21])[Cl:22].[Cl:1][CH2:2][CH2:3][C:4](=[O:5])[Cl:6].[S:23]=[C:24]=[S:25]>>[Cl:1][CH2:2][CH2:3][C:4](=[O:5])[c:14]1[cH:13][cH:12][c:11]2[c:16]([cH:15]1)[C:8]([CH3:7])([CH3:18])[C:9](=[O:17])[NH:10]2. The reactants are CC1(C)C(=O)Nc2ccccc21, Cl[Al](Cl)Cl, O=C(Cl)CCCl, S=C=S. The product is CC1(C)C(=O)Nc2ccc(C(=O)CCCl)cc21.